This data is from the Open Reaction Database (ORD), a public repository of structured organic reaction records. The task is: describe an organic reaction: reactants, conditions, products, and yield The product is CNC(=O)NCC(C(=O)Nc1ccccc1)c1ccc(C(=O)Nc2cc(-c3ccsc3)ccc2NC(=O)OC(C)(C)C)cc1. RXN SMILES: [C:1]([CH3:2])([CH3:3])([CH3:4])[O:5][C:6](=[O:7])[NH:8][c:9]1[c:10]([NH:20][C:21](=[O:22])[c:23]2[cH:24][cH:25][c:26]([CH:29]([C:30](=[O:31])[OH:32])[CH2:33][NH:34][C:35](=[O:36])[NH:37][CH3:38])[cH:27][cH:28]2)[cH:11][c:12](-[c:15]2[cH:16][s:17][cH:18][cH:19]2)[cH:13][cH:14]1.[CH3:39][CH2:40][N:41]=[C:42]=[N:43][CH2:44][CH2:45][CH2:46][N:47]([CH3:48])[CH3:49].[NH2:60][c:61]1[cH:62][cH:63][cH:64][cH:65][cH:66]1.[O:67]=[CH:68][N:69]([CH3:70])[CH3:71].[OH:50][n:51]1[c:52]2[c:53]([cH:54][cH:55][cH:56][cH:57]2)[n:58][n:59]1>>[C:1]([CH3:2])([CH3:3])([CH3:4])[O:5][C:6](=[O:7])[NH:8][c:9]1[c:10]([NH:20][C:21](=[O:22])[c:23]2[cH:24][cH:25][c:26]([CH:29]([C:30](=[O:31])[NH:60][c:61]3[cH:62][cH:63][cH:64][cH:65][cH:66]3)[CH2:33][NH:34][C:35](=[O:36])[NH:37][CH3:38])[cH:27][cH:28]2)[cH:11][c:12](-[c:15]2[cH:16][s:17][cH:18][cH:19]2)[cH:13][cH:14]1. Reactants: CNC(=O)NCC(C(=O)O)c1ccc(C(=O)Nc2cc(-c3ccsc3)ccc2NC(=O)OC(C)(C)C)cc1, CCN=C=NCCCN(C)C, Nc1ccccc1, CN(C)C=O, On1nnc2ccccc21.